From a dataset of the Open Reaction Database (ORD), a public repository of structured organic reaction records. describe an organic reaction: reactants, conditions, products, and yield Yields the product C(C)OC(C(=CNN(C)C=O)C(C1=C(C(=C(C(=C1)F)F)F)F)=O)=O (3-(2-formyl-2-methylhydrazino)-2-(2,3,4,5-tetrafluorobenzoyl)acrylic acid ethyl ester). Isolated yield 60.3%. RXN SMILES: C1(NC2CCCCC2)CCCCC1.[CH2:14]([O:16][C:17](=[O:20])[C:18]#[CH:19])[CH3:15].C(OC(=O)C=CN(C1CCCCC1)C1CCCCC1)C.[F:41][C:42]1[C:50]([F:51])=[C:49]([F:52])[C:48]([F:53])=[CH:47][C:43]=1[C:44](Cl)=[O:45].[NH2:54][N:55]([CH3:58])[CH:56]=[O:57]>C1(C)C=CC=CC=1.ClCCl>[CH2:14]([O:16][C:17](=[O:20])[C:18]([C:44](=[O:45])[C:43]1[CH:47]=[C:48]([F:53])[C:49]([F:52])=[C:50]([F:51])[C:42]=1[F:41])=[CH:19][NH:54][N:55]([CH:56]=[O:57])[CH3:58])[CH3:15]. The solvent is ClCCl (dichloromethane), C1(=CC=CC=C1)C (toluene), C1(=CC=CC=C1)C (toluene). Reactants: FC1=C(C(=O)Cl)C=C(C(=C1F)F)F (2,3,4,5-tetrafluorobenzoic acid chloride), NN(C=O)C (N-amino-N-methylformamide), C1(CCCCC1)NC1CCCCC1 (dicyclohexylamine), C(C)OC(C#C)=O (propiolic acid ethyl ester), C(C)OC(C=CN(C1CCCCC1)C1CCCCC1)=O (3-(dicyclohexylamino) acrylic acid ethyl ester). Procedure details: A solution of 1.81 g (10 mmol) of dicyclohexylamine was added to a solution of 0.98 g (10 mmol) of propiolic acid ethyl ester in 4 ml of toluene, and the mixture was stirred for 6 hours at room temperature. The resulting yellow solution of 3-(dicyclohexylamino) acrylic acid ethyl ester was heated to 100° C., 0.98 g (9.6 mmol) of triethylaimine were added and the mixture heated to reflux. With stirring a solution of 1.93 g (9.1 mmol) of 2,3,4,5-tetrafluorobenzoic acid chloride in 10 ml of toluene... Reaction conditions: time 6 hour. Reactants: 5-propyl, FC=1C=C(C=C(C1)F)C1CCC(CC1)C1OCCCO1 (4-(3,5-difluorophenyl)cyclohexyl-1,3-dioxane), Tetrakistriphenylphosphin, FC=1C=C(C=CC1Cl)Br (3-fluoro-4-chlorobromobenzene), CCCCCC (hexane), C(CCC)[Li] (n-butyllithium). Reagents/catalysts: [Cl-].[Zn+2].[Cl-] (zinc chloride). The solvent is C1CCOC1 (THF), O (Water), C1CCOC1 (THF). Run at temperature -65 celsius, time 1 hour. Yields the product C(CC)C1COC(OC1)C1CCC(CC1)C1=CC(=C(C(=C1)F)C1=CC(=C(C=C1)Cl)F)F (5-propyl-2-(4-(4-(3-fluoro-4-chlorophenyl)-3,5-difluorophenyl) cyclohexyl)-1,3-dioxane). Isolated yield 95.0%. As a reaction SMILES: [F:1][C:2]1[CH:3]=[C:4]([CH:9]2[CH2:14][CH2:13][CH:12]([CH:15]3[O:20][CH2:19][CH2:18][CH2:17][O:16]3)[CH2:11][CH2:10]2)[CH:5]=[C:6]([F:8])[CH:7]=1.[CH3:21][CH2:22][CH2:23]CCC.C([Li])CCC.[F:32][C:33]1[CH:34]=[C:35](Br)[CH:36]=[CH:37][C:38]=1[Cl:39]>C1COCC1.[Cl-].[Zn+2].[Cl-].O>[CH2:21]([CH:18]1[CH2:17][O:16][CH:15]([CH:12]2[CH2:13][CH2:14][CH:9]([C:4]3[CH:5]=[C:6]([F:8])[C:7]([C:35]4[CH:36]=[CH:37][C:38]([Cl:39])=[C:33]([F:32])[CH:34]=4)=[C:2]([F:1])[CH:3]=3)[CH2:10][CH2:11]2)[O:20][CH2:19]1)[CH2:22][CH3:23] |f:5.6.7|. Procedure: The above 5-propyl-2-(4-(3,5-difluorophenyl)cyclohexyl-1,3-dioxane 1.3 g (4.0 mmol) was dissolved in THF 10 ml, and cooled to −65° C. under a nitrogen atmosphere. To this solution, 1.68 M hexane solution 3.0 ml (5.0 mmol) of n-butyllithium was added dropwise keeping the liquid temperature below −55° C., and the mixture was stirred for one hour at the same temperature. Then, to the reactant, 0.5 M THF solution 10 ml (5.0 mmol) of zinc chloride was added dropwise keeping the liquid temperature bel... Starting materials: ice water, COC1=CC=C2C(C(=COC2=C1)I)=O (7-methoxy-3-iodochromone), N1N=CC2=CC=CC=C12 (indazole), C([O-])([O-])=O.[K+].[K+] (potassium carbonate). The solvent is CN(C=O)C (dimethylformamide). Yields the product N1N=C(C2=CC=CC=C12)C=1OC2=CC(=CC=C2C(C1)=O)OC (2-indazolyl-7-methoxychromone). Yield: 27.7%. RXN SMILES: [CH3:1][O:2][C:3]1[CH:12]=[C:11]2[C:6]([C:7](=[O:14])[C:8](I)=[CH:9][O:10]2)=[CH:5][CH:4]=1.[NH:15]1[C:23]2[C:18](=[CH:19][CH:20]=[CH:21][CH:22]=2)[CH:17]=[N:16]1.C(=O)([O-])[O-].[K+].[K+]>CN(C)C=O>[NH:15]1[C:23]2[C:18](=[CH:19][CH:20]=[CH:21][CH:22]=2)[C:17]([C:9]2[O:10][C:11]3[C:6]([C:7](=[O:14])[CH:8]=2)=[CH:5][CH:4]=[C:3]([O:2][CH3:1])[CH:12]=3)=[N:16]1 |f:2.3.4|. Procedure: A mixture of 7-methoxy-3-iodochromone (151 mg) prepared in Example 21, indazole (236 mg), potassium carbonate (1382 mg), and dimethylformamide (15 ml) was reacted at 80° C. for 2 hours with stirring. The reaction mixture was added to ice water and extracted from chloroform. The organic layer was dried over anhydrous sodium sulfate, and concentrated under reduced pressure. The residue was purified by the silica gel column chromatography, and recrystallized from benzene/hexane to give the titled c... Reactants: [BH4-].[Na+] (NaBH4), C(C)(C)(C)C1OCC(C1C(=O)O)=O (t-butyl 4-oxotetrahydrofuran-3-carboxylic acid), NaBH, O=C1C(COC1)C(=O)OC(C)(C)C (tert-butyl 4-oxotetrahydrofuran-3-carboxylate), [BH4-].[Na+] (NaBH4), CCOCC (Et2O). Solvent: C(C)(C)O (isopropylalcohol). Conditions: time 2 hour. Product: OC1C(COC1)C(=O)OC(C)(C)C (t-butyl 4-hydroxytetrahydrofuran-3-carboxylate). Yield: 86.5%. Reaction SMILES: C(C1C(C(O)=O)C(=O)CO1)(C)(C)C.[O:14]=[C:15]1[CH2:19][O:18][CH2:17][CH:16]1[C:20]([O:22][C:23]([CH3:26])([CH3:25])[CH3:24])=[O:21].[BH4-].[Na+].CCOCC>C(O)(C)C>[OH:14][CH:15]1[CH2:19][O:18][CH2:17][CH:16]1[C:20]([O:22][C:23]([CH3:26])([CH3:25])[CH3:24])=[O:21] |f:2.3|. Reported procedure: The product of Step A, tert-butyl 4-oxotetrahydrofuran-3-carboxylate (0.95 g, 5.10 mmol) was placed in isopropylalcohol (14 mL) at 0-5° C., NaBH4 (77 mg, 2.04 mmol) was added, and stirred for 2 h. NaBH (77 mg, 2.04 mmol) was added again, and stirred at rt for 1 h, NaBH4 (39 mg, 1.02 mmol) was added, and stirred for 30 min. The reaction mixture was treated with Et2O to dilute, washed with brine, and extracted with Et2O twice. The organic layer was collected, extracted with a NaHCO3 aqueous soluti... Reactants: ClCCl (dichloromethane), C(C)OC(=O)[C@H]1CN(CCC1)CCON=C1C(CCC2=CC=CC=C12)C1=CC=CC=C1 ((R)-1-(2-(((2-phenyl-1,2,3,4-tetrahydro-1-naphthylidene)amino)oxy)ethyl)-3-piperidinecarboxylic acid ethyl ester), Cl (hydrochloric acid), [OH-].[Na+] (sodium hydroxide). Run in C(C)O (ethanol). Reaction conditions: time 4 hour. The product is Cl.C1(=CC=CC=C1)C1C(C2=CC=CC=C2CC1)=NOCCN1C[C@@H](CCC1)C(=O)O ((R)-1-(2-(((2-Phenyl-1,2,3,4-tetrahydro-1-naphthylidene)amino)oxy)ethyl)-3-piperidinecarboxylic acid hydrochloride). Reaction SMILES: C([O:3][C:4]([C@@H:6]1[CH2:11][CH2:10][CH2:9][N:8]([CH2:12][CH2:13][O:14][N:15]=[C:16]2[C:25]3[C:20](=[CH:21][CH:22]=[CH:23][CH:24]=3)[CH2:19][CH2:18][CH:17]2[C:26]2[CH:31]=[CH:30][CH:29]=[CH:28][CH:27]=2)[CH2:7]1)=[O:5])C.[OH-].[Na+].Cl.[Cl:35]CCl>C(O)C>[ClH:35].[C:26]1([CH:17]2[CH2:18][CH2:19][C:20]3[C:25](=[CH:24][CH:23]=[CH:22][CH:21]=3)[C:16]2=[N:15][O:14][CH2:13][CH2:12][N:8]2[CH2:9][CH2:10][CH2:11][C@@H:6]([C:4]([OH:5])=[O:3])[CH2:7]2)[CH:31]=[CH:30][CH:29]=[CH:28][CH:27]=1 |f:1.2,6.7|. Procedure: The above ester (0.6 g, 1.5 mmol) was dissolved in ethanol (10 ml) and 4N sodium hydroxide (1.1 ml) was added. The mixture was stirred at ambient temperature for 4 h and excess concentrated hydrochloric acid was added followed by dichloromethane (300 ml). The mixture was dried (MgSO4) and the solvent evaporated in vacuo to give a residue which was re-evaporated with acetone and recrystallised from acetone. This afforded 0.5 g of the title compound as a solid. The product is C(C)(C)(C)OC(=O)N1C=C(C=2C1=NC=CC2)CC(C(C)=O)C(C)=O (3-(2-Acetyl-3-oxo-butyl)-pyrrolo[2,3-b]pyridine-1-carboxylic acid tert-butyl ester). RXN SMILES: [C:1]([CH2:4][C:5](=[O:7])[CH3:6])(=[O:3])[CH3:2].[H-].[Na+].[C:10]([O:14][C:15]([N:17]1[C:21]2=[N:22][CH:23]=[CH:24][CH:25]=[C:20]2[C:19]([CH2:26]Cl)=[CH:18]1)=[O:16])([CH3:13])([CH3:12])[CH3:11].O>CS(C)=O>[C:10]([O:14][C:15]([N:17]1[C:21]2=[N:22][CH:23]=[CH:24][CH:25]=[C:20]2[C:19]([CH2:26][CH:4]([C:5](=[O:7])[CH3:6])[C:1](=[O:3])[CH3:2])=[CH:18]1)=[O:16])([CH3:13])([CH3:12])[CH3:11] |f:1.2|. Reactants: C(C)(=O)CC(C)=O (acetylacetone), [H-].[Na+] (sodium hydride), O (water), C(C)(C)(C)OC(=O)N1C=C(C=2C1=NC=CC2)CCl (3-Chloromethyl-pyrrolo[2,3-b]pyridine-1-carboxylic acid tert-butyl ester). Solvent: CS(=O)C (dimethyl sulfoxide). Procedure: To acetylacetone (0.563 g, 5.62 mmol) in dimethyl sulfoxide (29.0 mL) was added sodium hydride (0.225 g, 60% in mineral oil, 5.62 mmol). After 20 minutes, 3-chloromethyl-pyrrolo[2,3-b]pyridine-1-carboxylic acid tert-butyl ester (512, 1.00 g, 3.75 mmol) was added to the reaction. The reaction was stirred at room temperature for 2 hours. The reaction was poured into water and extracted with ethyl acetate. The organic layer was dried over anhydrous sodium sulfate and filtered. The filtrate was conc... Run at time 20 minute. Procedure: Isobutyl 2- acetyloxy-5-[2-(4-(chlorosulfonyl)phenyl)ethenyl]benzoate (1.99 g, 0.0046 mol) and 2-pyridinamine (1.3 g, 0.0138 mol) was stirred in dichloromethane (10 ml) at 45° C. for 1 h. After cooling to room temperature dichloromethane (20 ml) and 2M sulfuric acid (20 ml) were added. The precipitated solid (1.3 g) was collected and washed with water. The organic phase was taken to dryness and the residue treated with boiling methanol containing ammonia (2 ml) for 20 min. After cooling 0.6 g wa... Starting materials: [OH-].[K+] (potassium hydroxide), S(O)(O)(=O)=O (sulfuric acid), Cl (hydrochloric acid), C(C)(=O)OC1=C(C(=O)OCC(C)C)C=C(C=C1)C=CC1=CC=C(C=C1)S(=O)(=O)Cl (Isobutyl 2- acetyloxy-5-[2-(4-(chlorosulfonyl)phenyl)ethenyl]benzoate), N1=C(C=CC=C1)N (2-pyridinamine). Run in C(C)O (ethanol), ClCCl (dichloromethane), ClCCl (dichloromethane). Yields the product OC1=C(C(=O)O)C=C(C=C1)C=CC1=CC=C(C=C1)S(=O)(=O)NC1=NC=CC=C1 (2-Hydroxy-5-[2-[4-[(2-pyridinylamino)sulfonyl]phenyl]-ethenyl]benzoic acid). As a reaction SMILES: C([O:4][C:5]1[CH:17]=[CH:16][C:15]([CH:18]=[CH:19][C:20]2[CH:25]=[CH:24][C:23]([S:26](Cl)(=[O:28])=[O:27])=[CH:22][CH:21]=2)=[CH:14][C:6]=1[C:7]([O:9]CC(C)C)=[O:8])(=O)C.[N:30]1[CH:35]=[CH:34][CH:33]=[CH:32][C:31]=1[NH2:36].S(=O)(=O)(O)O.[OH-].[K+].Cl>ClCCl.C(O)C>[OH:4][C:5]1[CH:17]=[CH:16][C:15]([CH:18]=[CH:19][C:20]2[CH:25]=[CH:24][C:23]([S:26]([NH:36][C:31]3[CH:32]=[CH:33][CH:34]=[CH:35][N:30]=3)(=[O:28])=[O:27])=[CH:22][CH:21]=2)=[CH:14][C:6]=1[C:7]([OH:9])=[O:8] |f:3.4|. Reactants: O1CCC2=C1C=CC(=C2)C2=NN=C(O2)S (5-(2,3-dihydro-1-benzofuran-5-yl)-1,3,4-oxadiazole-2-thiol), ClCC=1C=CC(=C(C#N)C1)OC (5-(chloromethyl)-2-methoxybenzonitrile). The product is O1CCC2=C1C=CC(=C2)C2=NN=C(O2)SCC=2C=CC(=C(C#N)C2)OC (5-[[[5-(2,3-dihydro-1-benzofuran-5-yl)-1,3,4-oxadiazol-2-yl]thio]methyl]-2-methoxybenzonitrile). The yield is 72.0%. As a reaction SMILES: [O:1]1[C:5]2[CH:6]=[CH:7][C:8]([C:10]3[O:14][C:13]([SH:15])=[N:12][N:11]=3)=[CH:9][C:4]=2[CH2:3][CH2:2]1.Cl[CH2:17][C:18]1[CH:19]=[CH:20][C:21]([O:26][CH3:27])=[C:22]([CH:25]=1)[C:23]#[N:24]>>[O:1]1[C:5]2[CH:6]=[CH:7][C:8]([C:10]3[O:14][C:13]([S:15][CH2:17][C:18]4[CH:19]=[CH:20][C:21]([O:26][CH3:27])=[C:22]([CH:25]=4)[C:23]#[N:24])=[N:12][N:11]=3)=[CH:9][C:4]=2[CH2:3][CH2:2]1. Procedure: In the same manner as in Example 1 and using 5-(2,3-dihydro-1-benzofuran-5-yl)-1,3,4-oxadiazole-2-thiol instead of 5-(benzothiazol-6-yl)-1,3,4-oxadiazole-2-thiol and 5-(chloromethyl)-2-methoxybenzonitrile instead of 3-(trifluoromethyl)benzyl chloride, the title compound (yield 72%) was obtained as colorless crystals. The reactants are CC(C)(C)[Si](Cl)(c1ccccc1)c1ccccc1, COC(=O)c1ccc(C=CCO)cc1, [Cl-], [NH4+], CN(C)C=O, c1c[nH]cn1. Reaction SMILES: [C:20]([CH3:21])([CH3:22])([CH3:23])[Si:24]([c:25]1[cH:26][cH:27][cH:28][cH:29][cH:30]1)([c:31]1[cH:32][cH:33][cH:34][cH:35][cH:36]1)[Cl:37].[CH3:1][O:2][C:3]([c:4]1[cH:5][cH:6][c:7]([CH:10]=[CH:11][CH2:12][OH:13])[cH:8][cH:9]1)=[O:14].[Cl-:38].[NH4+:39].[O:40]=[CH:41][N:42]([CH3:43])[CH3:44].[nH:15]1[cH:16][cH:17][n:18][cH:19]1>>[CH3:1][O:2][C:3]([c:4]1[cH:5][cH:6][c:7]([CH:10]=[CH:11][CH2:12][O:13][Si:24]([C:20]([CH3:21])([CH3:22])[CH3:23])([c:25]2[cH:26][cH:27][cH:28][cH:29][cH:30]2)[c:31]2[cH:32][cH:33][cH:34][cH:35][cH:36]2)[cH:8][cH:9]1)=[O:14]. Yields the product COC(=O)c1ccc(C=CCO[Si](c2ccccc2)(c2ccccc2)C(C)(C)C)cc1.